Dataset: the Open Reaction Database (ORD), a public repository of structured organic reaction records. Task: describe an organic reaction: reactants, conditions, products, and yield Reactants: C(C)(C)(C)OC(=O)N1CCC(CC1)C=1OC(=NN1)C=1C(=NC=C(C1)C1=CC(=CC=C1)OC)N (4-{5-[2-amino-5-(3-methoxy-phenyl)-pyridin-3-yl]-[1,3,4]oxadiazol-2-yl}-piperidine-1-carboxylic acid tert-butyl ester), Cl (HCl). Solvent: C(Cl)(Cl)Cl (chloroform), C(C)OCC (diethyl ether). Conditions: temperature 0 celsius, time 4 hour. Yields the product COC=1C=C(C=CC1)C=1C=C(C(=NC1)N)C=1OC(=NN1)C1CCNCC1 (5-(3-Methoxy-phenyl)-3-(5-piperidin-4-yl-[1,3,4]oxadiazol-2-yl)-pyridin-2-ylamine). RXN SMILES: C(OC([N:8]1[CH2:13][CH2:12][CH:11]([C:14]2[O:15][C:16]([C:19]3[C:20]([NH2:33])=[N:21][CH:22]=[C:23]([C:25]4[CH:30]=[CH:29][CH:28]=[C:27]([O:31][CH3:32])[CH:26]=4)[CH:24]=3)=[N:17][N:18]=2)[CH2:10][CH2:9]1)=O)(C)(C)C.Cl>C(Cl)(Cl)Cl.C(OCC)C>[CH3:32][O:31][C:27]1[CH:26]=[C:25]([C:23]2[CH:24]=[C:19]([C:16]3[O:15][C:14]([CH:11]4[CH2:12][CH2:13][NH:8][CH2:9][CH2:10]4)=[N:18][N:17]=3)[C:20]([NH2:33])=[N:21][CH:22]=2)[CH:30]=[CH:29][CH:28]=1. Procedure: To a solution of 4-{5-[2-amino-5-(3-methoxy-phenyl)-pyridin-3-yl]-[1,3,4]oxadiazol-2-yl}-piperidine-1-carboxylic acid tert-butyl ester (200 mg, 0.44 mmol) in chloroform (10 mL) was added 2M HCl in diethyl ether (10 mL) at 0° C., and the reaction mixture was stirred for 4 h at 0° C. After completion of the reaction, solvents in reaction mixture were evaporated under vacuum to get crude product. Crude product was purified by washing with ethyl acetate and hexane to afford the title compound as a p... Reactants: C(C)(C)(C)NC(=O)[C@H]1N(CC2=CC=CC=C2C1)C(=O)OCC1=CC=CC=C1 (benzyl 3(S)-(t-butylcarbamoyl)-1,2,3,4-tetrahydro-2-isoquinolinecarboxylate), [H][H] (hydrogen). The reagents and catalysts are [Pd] (palladium-charcoal). Solvent: C(C)O (ethanol). Yields the product C(C)(C)(C)NC(=O)[C@H]1NCC2=CC=CC=C2C1 (N-t-butyl-1,2,3,4-tetrahydro-3(S)-isoquinoline-carboxamide). Yield: 99.6%. As a reaction SMILES: [C:1]([NH:5][C:6]([C@@H:8]1[CH2:17][C:16]2[C:11](=[CH:12][CH:13]=[CH:14][CH:15]=2)[CH2:10][N:9]1C(OCC1C=CC=CC=1)=O)=[O:7])([CH3:4])([CH3:3])[CH3:2].[H][H]>C(O)C.[Pd]>[C:1]([NH:5][C:6]([C@@H:8]1[CH2:17][C:16]2[C:11](=[CH:12][CH:13]=[CH:14][CH:15]=2)[CH2:10][NH:9]1)=[O:7])([CH3:4])([CH3:2])[CH3:3]. Procedure: 5.7 kg of benzyl 3(S)-(t-butylcarbamoyl)-1,2,3,4-tetrahydro-2-isoquinolinecarboxylate were dissolved in 40 l of ethanol and hydrogenated in an autoclave in the presence of 1.1 kg of 10% palladium-charcoal at a pressure of 10 bar and an internal temperature of 20°-25°. After approximately 2 hours the hydrogen uptake ceased, whereupon the content of the autoclave was filtered, the autoclave and the filter residue were each rinsed twice with 20 l of ethanol each time and the combined filtrates were... Reactants: [Br-], CCOC(OCC)c1ccc([Mg+])cc1, COC(C)(C)C, [Cl-], [Cl-], Clc1ccccc1-c1nnnn1C1CCCCO1, Clc1ccccc1-c1nnn(C2CCCCO2)n1, C1CCOC1, [Zn+2]. The product is CCOC(OCC)c1ccc(-c2ccccc2-c2nnn(C3CCCCO3)n2)cc1. As a reaction SMILES: [Br-:42].[CH2:43]([CH3:44])[O:45][CH:46]([c:47]1[cH:48][cH:49][c:50]([Mg+:53])[cH:51][cH:52]1)[O:54][CH2:55][CH3:56].[CH3:57][O:58][C:59]([CH3:60])([CH3:61])[CH3:62].[Cl-:63].[Cl-:65].[Cl:24][c:25]1[cH:26][cH:27][cH:28][cH:29][c:30]1-[c:31]1[n:32]([CH:33]2[CH2:34][CH2:35][CH2:36][CH2:37][O:38]2)[n:39][n:40][n:41]1.[Cl:6][c:7]1[c:8](-[c:13]2[n:14][n:15][n:16]([CH:18]3[O:19][CH2:20][CH2:21][CH2:22][CH2:23]3)[n:17]2)[cH:9][cH:10][cH:11][cH:12]1.[O:1]1[CH2:2][CH2:3][CH2:4][CH2:5]1.[Zn+2:64]>>[c:7]1(-[c:50]2[cH:49][cH:48][c:47]([CH:46]([O:45][CH2:43][CH3:44])[O:54][CH2:55][CH3:56])[cH:52][cH:51]2)[c:8](-[c:13]2[n:14][n:15][n:16]([CH:18]3[O:19][CH2:20][CH2:21][CH2:22][CH2:23]3)[n:17]2)[cH:9][cH:10][cH:11][cH:12]1. Starting materials: COc1ccc(Br)c(C=C2CCN(C(=O)OC(C)(C)C)CC2)c1, C, CCO, CCOC(C)=O, [Rh]. The product is COc1ccc(Br)c(CC2CCN(C(=O)OC(C)(C)C)CC2)c1. As a reaction SMILES: [C:1]([CH3:2])([CH3:3])([CH3:4])[O:5][C:6](=[O:7])[N:8]1[CH2:9][CH2:10][C:11](=[CH:14][c:15]2[c:16]([Br:23])[cH:17][cH:18][c:19]([O:21][CH3:22])[cH:20]2)[CH2:12][CH2:13]1.[C:30].[CH2:32]([OH:33])[CH3:34].[CH3:24][CH2:25][O:26][C:27](=[O:28])[CH3:29].[Rh:31]>>[C:1]([CH3:2])([CH3:3])([CH3:4])[O:5][C:6](=[O:7])[N:8]1[CH2:9][CH2:10][CH:11]([CH2:14][c:15]2[c:16]([Br:23])[cH:17][cH:18][c:19]([O:21][CH3:22])[cH:20]2)[CH2:12][CH2:13]1.